From a dataset of the Open Reaction Database (ORD), a public repository of structured organic reaction records. describe an organic reaction: reactants, conditions, products, and yield RXN SMILES: [F:1][C:2]([c:3]1[c:4]([C:5](=[O:6])[N:7]2[CH2:8][C:9]3=[C:10]([CH2:11]2)[CH2:12][N:13]([c:15]2[n:16][cH:17][c:18]([C:19](=[O:20])[OH:21])[cH:22][cH:23]2)[CH2:14]3)[cH:24][cH:25][cH:26][cH:27]1)([F:28])[F:29].[NH2:30][CH2:31][CH2:32][c:33]1[cH:34][cH:35][cH:36][cH:37][cH:38]1>>[F:1][C:2]([c:3]1[c:4]([C:5](=[O:6])[N:7]2[CH2:8][C:9]3=[C:10]([CH2:11]2)[CH2:12][N:13]([c:15]2[n:16][cH:17][c:18]([C:19](=[O:20])[NH:30][CH2:31][CH2:32][c:33]4[cH:34][cH:35][cH:36][cH:37][cH:38]4)[cH:22][cH:23]2)[CH2:14]3)[cH:24][cH:25][cH:26][cH:27]1)([F:28])[F:29]. Yields the product O=C(NCCc1ccccc1)c1ccc(N2CC3=C(CN(C(=O)c4ccccc4C(F)(F)F)C3)C2)nc1. The reactants are O=C(O)c1ccc(N2CC3=C(CN(C(=O)c4ccccc4C(F)(F)F)C3)C2)nc1, NCCc1ccccc1. The reactants are C(C1=CC=CC=C1)(C1=CC=CC=C1)N1CC(C1)O (1-benzhydryl-3-azetidinol), FC(C1=C(C(C2=CC=C(C=C2)F)O)C=CC=C1)(F)F (2-(trifluoromethyl)-4′-fluorobenzhydrol), C(C1=CC=CC=C1)(C1=CC=CC=C1)N1CC(C1)OC(C1=C(C=C(C=C1)Cl)Cl)C1=CC=C(C=C1)Cl (1-benzhydryl-3-(2,4,4′-trichlorobenzhydryloxy)azetidine). The product is C(C1=CC=CC=C1)(C1=CC=CC=C1)N1CC(C1)OC(C1=C(C=CC=C1)C(F)(F)F)C1=CC=C(C=C1)F (1-benzhydryl-3-[2-(trifluoromethyl)-4′-fluorobenzhydryloxy]azetidine). As a reaction SMILES: [CH:1]([N:14]1[CH2:17][CH:16]([OH:18])[CH2:15]1)([C:8]1[CH:13]=[CH:12][CH:11]=[CH:10][CH:9]=1)[C:2]1[CH:7]=[CH:6][CH:5]=[CH:4][CH:3]=1.[F:19][C:20]([F:37])([F:36])[C:21]1[CH:35]=[CH:34][CH:33]=[CH:32][C:22]=1[CH:23](O)[C:24]1[CH:29]=[CH:28][C:27]([F:30])=[CH:26][CH:25]=1.C(N1CC(OC(C2C=CC(Cl)=CC=2)C2C=CC(Cl)=CC=2Cl)C1)(C1C=CC=CC=1)C1C=CC=CC=1>>[CH:1]([N:14]1[CH2:17][CH:16]([O:18][CH:23]([C:24]2[CH:25]=[CH:26][C:27]([F:30])=[CH:28][CH:29]=2)[C:22]2[CH:32]=[CH:33][CH:34]=[CH:35][C:21]=2[C:20]([F:37])([F:36])[F:19])[CH2:15]1)([C:8]1[CH:13]=[CH:12][CH:11]=[CH:10][CH:9]=1)[C:2]1[CH:3]=[CH:4][CH:5]=[CH:6][CH:7]=1. Reported procedure: This material was prepared from 1-benzhydryl-3-azetidinol (1) (7.5 mmol) and 2-(trifluoromethyl)-4′-fluorobenzhydrol (160) (15 mmol) using the procedure described for compound (3). After basic aqueous workup, the crude product was used in the next step without further purification. Reactants: CC1(OC2=C(C(=C(C=C2CC1)O)C)C)CCC(=O)O (racemic 2,7,8-trimethyl-2-(β-carboxyethyl)-6-hydroxy chroman), C(C)(=O)OC(C)=O (acetic anhydride). The solvent is N1=CC=CC=C1 (pyridine). Product: CC1(OC2=C(C(=C(C=C2CC1)C(C)=O)C)C)CCC(=O)O (Racemic 2,7,8-Trimethyl-2-(β-carboxyethyl)-6-acetyl Chroman). RXN SMILES: [CH3:1][C:2]1([CH2:15][CH2:16][C:17]([OH:19])=[O:18])[CH2:11][CH2:10][C:9]2[C:4](=[C:5]([CH3:14])[C:6]([CH3:13])=[C:7](O)[CH:8]=2)[O:3]1.[C:20](OC(=O)C)(=[O:22])[CH3:21]>N1C=CC=CC=1>[CH3:1][C:2]1([CH2:15][CH2:16][C:17]([OH:19])=[O:18])[CH2:11][CH2:10][C:9]2[C:4](=[C:5]([CH3:14])[C:6]([CH3:13])=[C:7]([C:20](=[O:22])[CH3:21])[CH:8]=2)[O:3]1. Procedure: Racemic 2,7,8-Trimethyl-2-(β-carboxyethyl)-6-hydroxy chroman (500 mg) (see Example 11) was dissolved in pyridine (20 mL) at room temperature, and acetic anhydride (10 mL) was added. The solution was maintained at room temperature for 5 hours, solvent was removed under vacuum, methanol (4×10 mL) was added and then removed under reduced pressure. The residual oil was dissolved in ethyl acetate (150 mL) and the organic phase was washed with water (50 mL), aqueous HCl (1 N, 50 mL) and water (50 mL),... Starting materials: CC=1C=C(C=CC1C)C=1C=NC(=NC1)N (5-(3,4-dimethylphenyl)pyrimidin-2-amine), N1=CC=CC=C1 (pyridine), ClC=1C=CC(=C(C(=O)Cl)C1)[N+](=O)[O-] (5-chloro-2-nitrobenzoyl chloride). The solvent is ClCCl (dichloromethane), ClCCl (dichloromethane), ClCCl (dichloromethane). Yields the product ClC=1C=CC(=C(C(=O)NC2=NC=C(C=N2)C2=CC(=C(C=C2)C)C)C1)[N+](=O)[O-] (5-chloro-N-(5-(3,4-dimethylphenyl)pyrimidin-2-yl)-2-nitrobenzamide). Reaction SMILES: [CH3:1][C:2]1[CH:3]=[C:4]([C:9]2[CH:10]=[N:11][C:12]([NH2:15])=[N:13][CH:14]=2)[CH:5]=[CH:6][C:7]=1[CH3:8].N1C=CC=CC=1.[Cl:22][C:23]1[CH:24]=[CH:25][C:26]([N+:32]([O-:34])=[O:33])=[C:27]([CH:31]=1)[C:28](Cl)=[O:29]>ClCCl>[Cl:22][C:23]1[CH:24]=[CH:25][C:26]([N+:32]([O-:34])=[O:33])=[C:27]([CH:31]=1)[C:28]([NH:15][C:12]1[N:11]=[CH:10][C:9]([C:4]2[CH:5]=[CH:6][C:7]([CH3:8])=[C:2]([CH3:1])[CH:3]=2)=[CH:14][N:13]=1)=[O:29]. Procedure: Into a 250-mL round-bottom flask, was placed a solution of 5-(3,4-dimethylphenyl)pyrimidin-2-amine (1.41 g, 7.07 mmol, 1.00 equiv) in dichloromethane (90 mL), and pyridine (1.73 g, 3.00 equiv). This was followed by dropwise addition of a solution of 5-chloro-2-nitrobenzoyl chloride (1.60 g, 7.27 mmol, 1.00 equiv) in dichloromethane (30 mL) with stirring. The resulting solution was stirred overnight at 25° C. in an oil bath. The resulting solution was diluted with 60 mL of dichloromethane. The re... The reactants are CS(C)=O, CCN(C(C)C)C(C)C, Fc1ccccc1-c1csc(C2CCNCC2)n1, O, O=C(Nc1cccnc1)OCC(Cl)(Cl)Cl. The product is O=C(Nc1cccnc1)N1CCC(c2nc(-c3ccccc3F)cs2)CC1. Reaction SMILES: [CH3:44][S:45]([CH3:46])=[O:47].[CH:34]([N:35]([CH:36]([CH3:37])[CH3:38])[CH2:39][CH3:40])([CH3:41])[CH3:42].[F:16][c:17]1[c:18](-[c:23]2[n:24][c:25]([CH:28]3[CH2:29][CH2:30][NH:31][CH2:32][CH2:33]3)[s:26][cH:27]2)[cH:19][cH:20][cH:21][cH:22]1.[OH2:43].[n:1]1[cH:2][c:3]([NH:7][C:8]([O:9][CH2:10][C:11]([Cl:12])([Cl:13])[Cl:14])=[O:15])[cH:4][cH:5][cH:6]1>>[n:1]1[cH:2][c:3]([NH:7][C:8](=[O:15])[N:31]2[CH2:30][CH2:29][CH:28]([c:25]3[n:24][c:23](-[c:18]4[c:17]([F:16])[cH:22][cH:21][cH:20][cH:19]4)[cH:27][s:26]3)[CH2:33][CH2:32]2)[cH:4][cH:5][cH:6]1. Starting materials: FC=1C=C(CNC(C2=CN=C(C=C2)N2CCNCC2)=O)C=CC1C1=CC(=NC=C1)C (N-(3-fluoro-4-(2-methylpyridin-4-yl)benzyl)-6-(piperazin-1-yl)nicotinamide), CCN(C(C)C)C(C)C (DIEA), C(C)(=O)Cl (acetyl chloride). Run in C(C)(=O)OCC (ethyl acetate), ClCCl (dichloromethane). Reaction conditions: time 30 minute. The product is C(C)(=O)N1CCN(CC1)C1=NC=C(C(=O)NCC2=CC(=C(C=C2)C2=CC(=NC=C2)C)F)C=C1 (6-(4-Acetylpiperazin-1-yl)-N-(3-fluoro-4-(2-methylpyridin-4-yl)benzyl)nicotinamide). Reaction SMILES: [F:1][C:2]1[CH:3]=[C:4]([CH:21]=[CH:22][C:23]=1[C:24]1[CH:29]=[CH:28][N:27]=[C:26]([CH3:30])[CH:25]=1)[CH2:5][NH:6][C:7](=[O:20])[C:8]1[CH:13]=[CH:12][C:11]([N:14]2[CH2:19][CH2:18][NH:17][CH2:16][CH2:15]2)=[N:10][CH:9]=1.CCN(C(C)C)C(C)C.[C:40](Cl)(=[O:42])[CH3:41]>ClCCl.C(OCC)(=O)C>[C:40]([N:17]1[CH2:18][CH2:19][N:14]([C:11]2[CH:12]=[CH:13][C:8]([C:7]([NH:6][CH2:5][C:4]3[CH:21]=[CH:22][C:23]([C:24]4[CH:29]=[CH:28][N:27]=[C:26]([CH3:30])[CH:25]=4)=[C:2]([F:1])[CH:3]=3)=[O:20])=[CH:9][N:10]=2)[CH2:15][CH2:16]1)(=[O:42])[CH3:41]. Reported procedure: To a solution of crude N-(3-fluoro-4-(2-methylpyridin-4-yl)benzyl)-6-(piperazin-1-yl)nicotinamide 20-3 (10 mg, 0.025 mmol) and DIEA (21.8 μL, 0.125 mmol) in dichloromethane (1.0 mL) was added acetyl chloride (3.6 μL, 0.05 mmol), and the solution was stirred 30 minutes at room temperature. The solution was diluted with ethyl acetate (30 mL) and washed with 10% Na2CO3 aqueous solution and water. After the organic phase was dried over Na2SO4, the solvent was evaporated under reduced pressure and th...